From a dataset of the Open Reaction Database (ORD), a public repository of structured organic reaction records. describe an organic reaction: reactants, conditions, products, and yield Starting materials: C1=CCC([Zr+2]C2=CC=CC2)=C1, CC(C=CCC(C)(C)O)C1CCC2C3=CC=C4CC(O)CCC4(C)C3CCC21C, CC(C)=O, [Cl-], [Cl-], Cl, C1CCOC1, c1ccccc1. Yields the product CC(CCCC(C)(C)O)C1CCC2C3=CC=C4CC(O)CCC4(C)C3CCC21C. Reaction SMILES: [C:48]1([Zr+2:49][C:50]2=[CH:54][CH:53]=[CH:52][CH2:51]2)=[CH:58][CH:57]=[CH:56][CH2:55]1.[CH3:1][C:2]([CH3:3])([CH2:4][CH:5]=[CH:6][CH:7]([CH3:8])[CH:9]1[CH2:10][CH2:11][CH:12]2[C:13]3=[CH:14][CH:15]=[C:16]4[CH2:17][CH:18]([OH:28])[CH2:19][CH2:20][C:21]4([CH3:22])[CH:23]3[CH2:24][CH2:25][C:26]12[CH3:27])[OH:29].[CH3:35][C:36](=[O:37])[CH3:38].[Cl-:46].[Cl-:47].[ClH:39].[O:30]1[CH2:31][CH2:32][CH2:33][CH2:34]1.[cH:40]1[cH:41][cH:42][cH:43][cH:44][cH:45]1>>[CH3:1][C:2]([CH3:3])([CH2:4][CH2:5][CH2:6][CH:7]([CH3:8])[CH:9]1[CH2:10][CH2:11][CH:12]2[C:13]3=[CH:14][CH:15]=[C:16]4[CH2:17][CH:18]([OH:28])[CH2:19][CH2:20][C:21]4([CH3:22])[CH:23]3[CH2:24][CH2:25][C:26]12[CH3:27])[OH:29]. Starting materials: C[O-], CO, O=C1CC(C=C(F)F)CN1Cc1c(C(F)(F)F)nc2ccc(Cl)nn12, [Na+], O. Product: COc1ccc2nc(C(F)(F)F)c(CN3CC(C=C(F)F)CC3=O)n2n1. As a reaction SMILES: [CH3:26][O-:27].[CH3:30][OH:31].[Cl:1][c:2]1[cH:3][cH:4][c:5]2[n:6]([n:7]1)[c:8]([CH2:15][N:16]1[C:17](=[O:25])[CH2:18][CH:19]([CH:21]=[C:22]([F:23])[F:24])[CH2:20]1)[c:9]([C:11]([F:12])([F:13])[F:14])[n:10]2.[Na+:28].[OH2:29]>>[c:2]1([O:27][CH3:26])[cH:3][cH:4][c:5]2[n:6]([n:7]1)[c:8]([CH2:15][N:16]1[C:17](=[O:25])[CH2:18][CH:19]([CH:21]=[C:22]([F:23])[F:24])[CH2:20]1)[c:9]([C:11]([F:12])([F:13])[F:14])[n:10]2.